This data is from the Open Reaction Database (ORD), a public repository of structured organic reaction records. The task is: describe an organic reaction: reactants, conditions, products, and yield Reactants: C1COCCN1, Nc1ccnc(Cl)c1. Product: Nc1ccnc(N2CCOCC2)c1. RXN SMILES: [CH2:9]1[CH2:10][O:11][CH2:12][CH2:13][NH:14]1.[NH2:1][c:2]1[cH:3][c:4]([Cl:8])[n:5][cH:6][cH:7]1>>[NH2:1][c:2]1[cH:3][c:4]([N:14]2[CH2:9][CH2:10][O:11][CH2:12][CH2:13]2)[n:5][cH:6][cH:7]1.